Dataset: the Open Reaction Database (ORD), a public repository of structured organic reaction records. Task: describe an organic reaction: reactants, conditions, products, and yield Starting materials: NC=1C(=NC=CC1)C(=O)NC[C@@H]1CN(CCO[C@H]1C1=CC(=C(C=C1)Cl)F)C(=O)OC(C)(C)C (tert-butyl (6R,7R)-6-({[(3-aminopyridin-2-yl)carbonyl]amino}methyl)-7-(4-chloro-3-fluorophenyl)-1,4-oxazepane-4-carboxylate), [H-].[Na+] (sodium hydride), O (water), CS(=O)(=O)Cl (Methanesulfonyl chloride). Run in CN(C)C=O (DMF). Reaction conditions: time 30 minute. Yields the product ClC1=C(C=C(C=C1)[C@H]1[C@@H](CN(CCO1)C(=O)OC(C)(C)C)CNC(=O)C1=NC=CC=C1NS(=O)(=O)C)F (tert-butyl (6R,7R)-7-(4-chloro-3-fluorophenyl)-6-{[({3-[(methylsulfonyl)amino]pyridin-2-yl}carbonyl)amino]methyl}-1,4-oxazepane-4-carboxylate). As a reaction SMILES: [NH2:1][C:2]1[C:3]([C:8]([NH:10][CH2:11][C@H:12]2[C@H:18]([C:19]3[CH:24]=[CH:23][C:22]([Cl:25])=[C:21]([F:26])[CH:20]=3)[O:17][CH2:16][CH2:15][N:14]([C:27]([O:29][C:30]([CH3:33])([CH3:32])[CH3:31])=[O:28])[CH2:13]2)=[O:9])=[N:4][CH:5]=[CH:6][CH:7]=1.[H-].[Na+].[CH3:36][S:37](Cl)(=[O:39])=[O:38].O>CN(C=O)C>[Cl:25][C:22]1[CH:23]=[CH:24][C:19]([C@@H:18]2[O:17][CH2:16][CH2:15][N:14]([C:27]([O:29][C:30]([CH3:33])([CH3:32])[CH3:31])=[O:28])[CH2:13][C@H:12]2[CH2:11][NH:10][C:8]([C:3]2[C:2]([NH:1][S:37]([CH3:36])(=[O:39])=[O:38])=[CH:7][CH:6]=[CH:5][N:4]=2)=[O:9])=[CH:20][C:21]=1[F:26] |f:1.2|. Procedure: To a solution of tert-butyl (6R,7R)-6-({[(3-aminopyridin-2-yl)carbonyl]amino}methyl)-7-(4-chloro-3-fluorophenyl)-1,4-oxazepane-4-carboxylate (110 mg) in DMF (3 ml) was added 60% sodium hydride at 0° C., and the mixture was stirred for 30 min. Methanesulfonyl chloride (53 μL) was added, and the mixture was warmed to room temperature, and stirred overnight. The reaction mixture was poured into water, and the mixture was partitioned twice with ethyl acetate. The organic layers were combined, and th... Reactants: COc1nc2cc(Cl)c(Cl)c(CBr)c2nc1OC, C[S-], CN(C)C=O, [Na+]. Yields the product COc1nc2cc(Cl)c(Cl)c(CSC)c2nc1OC. RXN SMILES: [Br:4][CH2:5][c:6]1[c:7]2[n:8][c:9]([O:20][CH3:21])[c:10]([O:18][CH3:19])[n:11][c:12]2[cH:13][c:14]([Cl:17])[c:15]1[Cl:16].[CH3:1][S-:2].[CH3:22][N:23]([CH3:24])[CH:25]=[O:26].[Na+:3]>>[CH3:1][S:2][CH2:5][c:6]1[c:7]2[n:8][c:9]([O:20][CH3:21])[c:10]([O:18][CH3:19])[n:11][c:12]2[cH:13][c:14]([Cl:17])[c:15]1[Cl:16]. Starting materials: [Cl-].[Li+] (Lithium chloride), C(C1=CC=CC=C1)OC1=CN(C=C(C1=O)Br)C=1C=C(C=CC1)C1=CC=CC=C1 (3-(benzyloxy)-1-(biphenyl-3-yl)-5-bromopyridin-4(1H)-one), COB(OC)OC (trimethylborate). Run in C1CCOC1 (THF). Conditions: time 1 hour. The product is COB(OC)C1=CN(C=C(C1=O)OCC1=CC=CC=C1)C=1C=C(C=CC1)C1=CC=CC=C1 (dimethyl[5-(benzyloxy)-1-(biphenyl-3-yl)-4-oxo-1,4-dihydropyridin-3-yl]boronate). RXN SMILES: [Cl-].[Li+].[CH2:3]([O:10][C:11]1[C:16](=[O:17])[C:15](Br)=[CH:14][N:13]([C:19]2[CH:20]=[C:21]([C:25]3[CH:30]=[CH:29][CH:28]=[CH:27][CH:26]=3)[CH:22]=[CH:23][CH:24]=2)[CH:12]=1)[C:4]1[CH:9]=[CH:8][CH:7]=[CH:6][CH:5]=1.[CH3:31][O:32][B:33](OC)[O:34][CH3:35]>C1COCC1>[CH3:31][O:32][B:33]([C:15]1[C:16](=[O:17])[C:11]([O:10][CH2:3][C:4]2[CH:9]=[CH:8][CH:7]=[CH:6][CH:5]=2)=[CH:12][N:13]([C:19]2[CH:20]=[C:21]([C:25]3[CH:30]=[CH:29][CH:28]=[CH:27][CH:26]=3)[CH:22]=[CH:23][CH:24]=2)[CH:14]=1)[O:34][CH3:35] |f:0.1|. Procedure: Lithium chloride (515 mg, 12.1 mmol) in a 25 mL round bottom flask under high vacuum was heated with a heat gun until a free flowing granular solid was obtained (˜5 min). The flask was cooled to room temperature, purged with N2, and treated with isopropylmagnesium chloride (6.1 mL of a 2 M solution in THF). After stirring at room temperature for 1 h, the mixture was cooled to −10° C. and treated with 3-(benzyloxy)-1-(biphenyl-3-yl)-5-bromopyridin-4(1H)-one (1.05 g, 2.4 mmol) as a suspension in 3... Reactants: CC(C)(C)C(O)Cn1ccc(-c2cccnc2)n1, O=C(Cl)Oc1ccc([N+](=O)[O-])cc1. The product is CC(C)(C)C(Cn1ccc(-c2cccnc2)n1)OC(=O)Oc1ccc([N+](=O)[O-])cc1. As a reaction SMILES: [CH3:1][C:2]([CH:3]([CH2:4][n:5]1[n:6][c:7](-[c:10]2[cH:11][n:12][cH:13][cH:14][cH:15]2)[cH:8][cH:9]1)[OH:16])([CH3:17])[CH3:18].[Cl:19][C:20](=[O:21])[O:22][c:23]1[cH:24][cH:25][c:26]([N+:29](=[O:30])[O-:31])[cH:27][cH:28]1>>[CH3:1][C:2]([CH:3]([CH2:4][n:5]1[n:6][c:7](-[c:10]2[cH:11][n:12][cH:13][cH:14][cH:15]2)[cH:8][cH:9]1)[O:16][C:20](=[O:21])[O:22][c:23]1[cH:24][cH:25][c:26]([N+:29](=[O:30])[O-:31])[cH:27][cH:28]1)([CH3:17])[CH3:18].